From a dataset of the Open Reaction Database (ORD), a public repository of structured organic reaction records. describe an organic reaction: reactants, conditions, products, and yield Reactants: CC(=O)O, CN(C)C=O, [Zn], CC(C)C(C(=O)O)N1CC(N(C(=O)OCC(Cl)(Cl)Cl)C(=O)C(N)c2cccs2)C1=O. The product is CC(C)C(C(=O)O)N1CC(NC(=O)C(N)c2cccs2)C1=O. As a reaction SMILES: [CH3:31][C:32](=[O:33])[OH:34].[CH3:35][N:36]([CH3:37])[CH:38]=[O:39].[Zn:40].[s:1]1[c:2]([CH:6]([NH2:7])[C:8](=[O:9])[N:10]([C:11]([O:12][CH2:13][C:14]([Cl:15])([Cl:16])[Cl:17])=[O:18])[CH:19]2[C:20](=[O:30])[N:21]([CH:23]([CH:24]([CH3:25])[CH3:26])[C:27](=[O:28])[OH:29])[CH2:22]2)[cH:3][cH:4][cH:5]1>>[s:1]1[c:2]([CH:6]([NH2:7])[C:8](=[O:9])[NH:10][CH:19]2[C:20](=[O:30])[N:21]([CH:23]([CH:24]([CH3:25])[CH3:26])[C:27](=[O:28])[OH:29])[CH2:22]2)[cH:3][cH:4][cH:5]1. The reactants are ClC=1C=C(C(=NC1)I)O (5-chloro-2-iodopyridin-3-ol), C([O-])([O-])=O.[Cs+].[Cs+] (cesium carbonate), BrCC(=O)OCC (ethyl bromoacetate). The solvent is CN(C=O)C (N,N-dimethylformamide), [Cl-].[Na+].O (brine). Reaction conditions: temperature 23 celsius, time 18 hour. Yields the product ClC=1C=C(C(=NC1)I)OCC(=O)OCC (ethyl 2-(5-chloro-2-iodopyridin-3-yloxy)acetate). Isolated yield 86.4%. As a reaction SMILES: [Cl:1][C:2]1[CH:3]=[C:4]([OH:9])[C:5]([I:8])=[N:6][CH:7]=1.C(=O)([O-])[O-].[Cs+].[Cs+].Br[CH2:17][C:18]([O:20][CH2:21][CH3:22])=[O:19]>CN(C)C=O.[Cl-].[Na+].O>[Cl:1][C:2]1[CH:3]=[C:4]([O:9][CH2:17][C:18]([O:20][CH2:21][CH3:22])=[O:19])[C:5]([I:8])=[N:6][CH:7]=1 |f:1.2.3,6.7.8|. Procedure details: To a solution of 5-chloro-2-iodopyridin-3-ol (15 g, 58.7 mmol) in N,N-dimethylformamide (150 ml) at 0° C. was added cesium carbonate (47.8 g, 147 mmol) and ethyl bromoacetate (14.7 g, 9.81 ml, 88.1 mmol) and the mixture was stirred at 23° C. for 18 h. Poured into brine, extracted thrice with ethyl acetate, dried the combined organic layer over sodium sulfate. Removal of the solvent in vacuum left an oil, which was diluted with tert-butyl methyl ether, washed with water and brine and dried over s... Reactants: BrC=1C=C2CCC(CC2=CC1)=O (6-bromo-3,4-dihydro-1H-naphthalen-2-one), [N-]=[N+]=[N-].[Na+] (sodium azide), FC(S(=O)(=O)O)(F)F (trifluoromethanesulfonic acid). Solvent: C1(=CC=CC=C1)C (toluene). Run at time 8 hour. Product: BrC=1C=CC2=C(CCC(NC2)=O)C1 (7-Bromo-1,2,4,5-tetrahydro-3H-2-benzazepin-3-one). The yield is 33.1%. As a reaction SMILES: [Br:1][C:2]1[CH:3]=[C:4]2[C:9](=[CH:10][CH:11]=1)[CH2:8][C:7](=[O:12])[CH2:6][CH2:5]2.[N-:13]=[N+]=[N-].[Na+].FC(F)(F)S(O)(=O)=O>C1(C)C=CC=CC=1>[Br:1][C:2]1[CH:11]=[CH:10][C:9]2[CH2:8][NH:13][C:7](=[O:12])[CH2:6][CH2:5][C:4]=2[CH:3]=1 |f:1.2|. Reported procedure: To a cooled solution of 6-bromo-3,4-dihydro-1H-naphthalen-2-one (100 g, 0.44 mol) in toluene was added sodium azide (150 g, 2.2 mol) followed by addition of trifluoromethanesulfonic acid (200 mL) dropwise. When the addition was completed, the ice bath was removed and the mixture was stirred at room temperature overnight. The reaction was poured into ice-water, basified with potassium carbonate to pH >10 slowly, and then extracted with dichloromethane (1000 mL×3). The organic layers were combined... Procedure: To a stirred solution of 2-(Methylsulfonyl)-4-[4-(methylsulfonyl)phenyl]-6-(trifluoromethyl)pyrimidine (0.10 g, 0.26 mmol) in MeCN (4 ml) was added benzylamine (5 eq) and the resultant solution heated under reflux for 24 h. The cooled reaction mixture was concentrated in vacuo and purified by SPE chromatography with cyclohexane:ethyl acetate (3:1). Concentration in vacuo of the combined fractions containing pure product gave the title compound as a white solid (0.090 g, 80%). The solvent is CC#N (MeCN). Reaction SMILES: CS([C:5]1[N:10]=[C:9]([C:11]2[CH:16]=[CH:15][C:14]([S:17]([CH3:20])(=[O:19])=[O:18])=[CH:13][CH:12]=2)[CH:8]=[C:7]([C:21]([F:24])([F:23])[F:22])[N:6]=1)(=O)=O.[CH2:25]([NH2:32])[C:26]1[CH:31]=[CH:30][CH:29]=[CH:28][CH:27]=1>CC#N>[CH3:20][S:17]([C:14]1[CH:15]=[CH:16][C:11]([C:9]2[CH:8]=[C:7]([C:21]([F:24])([F:23])[F:22])[N:6]=[C:5]([NH:32][CH2:25][C:26]3[CH:31]=[CH:30][CH:29]=[CH:28][CH:27]=3)[N:10]=2)=[CH:12][CH:13]=1)(=[O:19])=[O:18]. The yield is 80.0%. Starting materials: CS(=O)(=O)C1=NC(=CC(=N1)C1=CC=C(C=C1)S(=O)(=O)C)C(F)(F)F (2-(Methylsulfonyl)-4-[4-(methylsulfonyl)phenyl]-6-(trifluoromethyl)pyrimidine), C(C1=CC=CC=C1)N (benzylamine), resultant solution. The product is CS(=O)(=O)C1=CC=C(C=C1)C1=NC(=NC(=C1)C(F)(F)F)NCC1=CC=CC=C1 (4-[4-(Methylsulfonyl)phenyl]-N-(phenylmethyl)-6-(trifluoromethyl)-2-pyrimidinamine). Reactants: CCO, ClCc1c[nH]cn1, Cl, Sc1ccccn1. The product is c1ccc(SCc2c[nH]cn2)nc1. Reaction SMILES: [CH3:16][CH2:17][OH:18].[Cl:1][CH2:2][c:3]1[n:4][cH:5][nH:6][cH:7]1.[ClH:8].[SH:9][c:10]1[n:11][cH:12][cH:13][cH:14][cH:15]1>>[CH2:2]([c:3]1[n:4][cH:5][nH:6][cH:7]1)[S:9][c:10]1[n:11][cH:12][cH:13][cH:14][cH:15]1. The reactants are solution, C1(=CC=CC=C1)S(=O)(=O)Cl (benzenesulphonyl chloride), C(C)SC1CCC(N1)=O (5-ethylthio pyrrolidin-2-one), C(CCC)[Li] (butyllithium). Solvent: O1CCCC1 (tetrahydrofuran), O1CCCC1 (tetrahydrofuran), CCCCCC (hexane). Reaction conditions: time 20 minute. Product: C1(=CC=CC=C1)S(=O)(=O)N1C(CCC1SCC)=O (1-benzenesulphonyl-2-oxo-5-ethylthio-pyrrolidine). The yield is 65.7%. Reaction SMILES: [CH2:1]([S:3][CH:4]1[NH:8][C:7](=[O:9])[CH2:6][CH2:5]1)[CH3:2].C([Li])CCC.[C:15]1([S:21](Cl)(=[O:23])=[O:22])[CH:20]=[CH:19][CH:18]=[CH:17][CH:16]=1>O1CCCC1.CCCCCC>[C:15]1([S:21]([N:8]2[CH:4]([S:3][CH2:1][CH3:2])[CH2:5][CH2:6][C:7]2=[O:9])(=[O:23])=[O:22])[CH:20]=[CH:19][CH:18]=[CH:17][CH:16]=1. Procedure details: To 3.1 g of 5-ethylthio pyrrolidin-2-one in 130 cm3 of tetrahydrofuran there is added at -65° C., 14.2 cm3 of a 1.6M solution of butyllithium in hexane. After 20 minutes, there is added 3.77 g of benzenesulphonyl chloride in 15 cm3 of tetrahydrofuran. After allowing to return to ambient temperature and concentrating to dryness under reduced pressure, 4 g of the expected product is obtained. m.p. 100°-113° C., crystallized from ethanol. Yields the product C(C)(C)(C)OC(C[C@@H]1C[C@@H](C1)C(N(C)OC)=O)=O (cis-[3-(Methoxy-methyl-carbamoyl)-cyclobutyl]-acetic acid tert-butyl ester). The reactants are ice, C(C)(C)(C)OC(=O)C[C@H]1C[C@H](C1)C(=O)O (cis-3-tert-butoxycarbonylmethyl-cyclobutanecarboxylic acid), CN1CCCCC1 (N-methyl-piperidine), ClC(=O)OCC(C)C (isobutyl chloroformate), Cl.CNOC (N-methyl-N-methoxy-amine hydrochloride). Solvent: ClCCl (dichloromethane), ClCCl (dichloromethane). As a reaction SMILES: [C:1]([O:5][C:6]([CH2:8][C@@H:9]1[CH2:12][C@H:11]([C:13]([OH:15])=O)[CH2:10]1)=[O:7])([CH3:4])([CH3:3])[CH3:2].CN1CCCCC1.ClC(OCC(C)C)=O.Cl.[CH3:32][NH:33][O:34][CH3:35]>ClCCl>[C:1]([O:5][C:6](=[O:7])[CH2:8][C@H:9]1[CH2:10][C@@H:11]([C:13](=[O:15])[N:33]([O:34][CH3:35])[CH3:32])[CH2:12]1)([CH3:2])([CH3:3])[CH3:4] |f:3.4|. Conditions: time 5 minute. Procedure: To an ice cold solution of 1.74 g of cis-3-tert-butoxycarbonylmethyl-cyclobutanecarboxylic acid, 3 mL of N-methyl-piperidine, and 50 mL of dichloromethane was added 1.7 mL of isobutyl chloroformate drop-wise over 5 min. After an additional 5 min, 1.6 g of N-methyl-N-methoxy-amine hydrochloride was added and the mixture allowed to warm with stirring overnight. The resulting mixture was diluted with 100 mL of dichloromethane, washed with 100 mL of water, 100 mL of 0.1 N HCl, 50 mL of saturated sod... Isolated yield 99.5%. Starting materials: [Cl-], [Fe], O=[N+]([O-])c1ccsc1-n1cncn1, [NH4+], O. Product: Nc1ccsc1-n1cncn1. As a reaction SMILES: [Cl-:14].[Fe:17].[N+:1]([O-:2])(=[O:3])[c:4]1[c:5](-[n:9]2[n:10][cH:11][n:12][cH:13]2)[s:6][cH:7][cH:8]1.[NH4+:15].[OH2:16]>>[NH2:1][c:4]1[c:5](-[n:9]2[n:10][cH:11][n:12][cH:13]2)[s:6][cH:7][cH:8]1. The reactants are CC(C)(C)OC(=O)N1CCCN(C(=O)c2ccc3[nH]c(C(=O)O)cc3c2)CC1, C1COCCN1, CCN=C=NCCCN(C)C, Cl. Yields the product CC(C)(C)OC(=O)N1CCCN(C(=O)c2ccc3[nH]c(C(=O)N4CCOCC4)cc3c2)CC1. RXN SMILES: [C:1]([CH3:2])([CH3:3])([CH3:4])[O:5][C:6](=[O:7])[N:8]1[CH2:9][CH2:10][N:11]([C:15](=[O:16])[c:17]2[cH:18][c:19]3[cH:20][c:21]([C:26](=[O:27])[OH:28])[nH:22][c:23]3[cH:24][cH:25]2)[CH2:12][CH2:13][CH2:14]1.[CH2:29]1[CH2:30][O:31][CH2:32][CH2:33][NH:34]1.[CH2:36]([N:37]=[C:38]=[N:39][CH2:40][CH2:41][CH2:42][N:43]([CH3:44])[CH3:45])[CH3:46].[ClH:35]>>[C:1]([CH3:2])([CH3:3])([CH3:4])[O:5][C:6](=[O:7])[N:8]1[CH2:9][CH2:10][N:11]([C:15](=[O:16])[c:17]2[cH:18][c:19]3[cH:20][c:21]([C:26](=[O:28])[N:34]4[CH2:29][CH2:30][O:31][CH2:32][CH2:33]4)[nH:22][c:23]3[cH:24][cH:25]2)[CH2:12][CH2:13][CH2:14]1.